From a dataset of the Open Reaction Database (ORD), a public repository of structured organic reaction records. describe an organic reaction: reactants, conditions, products, and yield Starting materials: CC1(OCCO1)C1=CC=C(O1)CN1N=CC(=C1)N (1-[5-(2-methyl-[1,3]dioxolan-2-yl)-furan-2-ylmethyl]-1H-pyrazol-4-ylamine), C(#N)C=1C=C(C=CC1)C1=C(N=CO1)C(=O)O (5-(3-cyano-phenyl)-oxazole-4-carboxylic acid). Product: C(C)(=O)C1=CC=C(O1)CN1N=CC(=C1)NC(=O)C=1N=COC1C1=CC(=CC=C1)C#N (5-(3-Cyano-phenyl)-oxazole-4-carboxylic acid [1-(5-acetyl-furan-2-ylmethyl)-1H-pyrazol-4-yl]-amide). As a reaction SMILES: [CH3:1][C:2]1([C:7]2[O:11][C:10]([CH2:12][N:13]3[CH:17]=[C:16]([NH2:18])[CH:15]=[N:14]3)=[CH:9][CH:8]=2)[O:6]CCO1.[C:19]([C:21]1[CH:22]=[C:23]([C:27]2[O:31][CH:30]=[N:29][C:28]=2[C:32](O)=[O:33])[CH:24]=[CH:25][CH:26]=1)#[N:20]>>[C:2]([C:7]1[O:11][C:10]([CH2:12][N:13]2[CH:17]=[C:16]([NH:18][C:32]([C:28]3[N:29]=[CH:30][O:31][C:27]=3[C:23]3[CH:24]=[CH:25][CH:26]=[C:21]([C:19]#[N:20])[CH:22]=3)=[O:33])[CH:15]=[N:14]2)=[CH:9][CH:8]=1)(=[O:6])[CH3:1]. Procedure details: Following general procedure B followed by C, starting from 1-[5-(2-methyl-[1,3]dioxolan-2-yl)-furan-2-ylmethyl]-1H-pyrazol-4-ylamine and 5-(3-cyano-phenyl)-oxazole-4-carboxylic acid. LC-MS-conditions 02: tR=0.95 min; [M+H]+=402.40.